This data is from the Open Reaction Database (ORD), a public repository of structured organic reaction records. The task is: describe an organic reaction: reactants, conditions, products, and yield The reactants are CC(O)c1c(C(O[SiH](c2ccccc2)c2ccccc2)C(C)(C)C)cc2cc(OCc3ccccc3)ccc2c1-c1ccccc1, CC(=O)OC(C)=O, CN(C)c1ccncc1, CCOCC, c1ccncc1. Yields the product CC(=O)OC(C)c1c(C(O[SiH](c2ccccc2)c2ccccc2)C(C)(C)C)cc2cc(OCc3ccccc3)ccc2c1-c1ccccc1. RXN SMILES: [CH2:1]([c:2]1[cH:3][cH:4][cH:5][cH:6][cH:7]1)[O:8][c:9]1[cH:10][cH:11][c:12]2[c:13](-[c:41]3[cH:42][cH:43][cH:44][cH:45][cH:46]3)[c:14]([CH:38]([CH3:39])[OH:40])[c:15]([CH:19]([O:20][SiH:21]([c:22]3[cH:23][cH:24][cH:25][cH:26][cH:27]3)[c:28]3[cH:29][cH:30][cH:31][cH:32][cH:33]3)[C:34]([CH3:35])([CH3:36])[CH3:37])[cH:16][c:17]2[cH:18]1.[CH3:53][C:54](=[O:55])[O:56][C:57]([CH3:58])=[O:59].[CH3:60][N:61]([c:62]1[cH:63][cH:64][n:65][cH:66][cH:67]1)[CH3:68].[CH3:69][CH2:70][O:71][CH2:72][CH3:73].[cH:47]1[cH:48][cH:49][n:50][cH:51][cH:52]1>>[CH2:1]([c:2]1[cH:3][cH:4][cH:5][cH:6][cH:7]1)[O:8][c:9]1[cH:10][cH:11][c:12]2[c:13](-[c:41]3[cH:42][cH:43][cH:44][cH:45][cH:46]3)[c:14]([CH:38]([CH3:39])[O:40][C:54]([CH3:53])=[O:55])[c:15]([CH:19]([O:20][SiH:21]([c:22]3[cH:23][cH:24][cH:25][cH:26][cH:27]3)[c:28]3[cH:29][cH:30][cH:31][cH:32][cH:33]3)[C:34]([CH3:35])([CH3:36])[CH3:37])[cH:16][c:17]2[cH:18]1.